Dataset: the Open Reaction Database (ORD), a public repository of structured organic reaction records. Task: describe an organic reaction: reactants, conditions, products, and yield Starting materials: ClCCCCC1(C(NC2=C(C=CC=C12)C)=O)CC(C)C (3-(4-chlorobutyl)-3-isobutyl-7-methyl-1,3-dihydro-2H-indol-2-one), ClC=1C=C(C=CC1)N1CCNCC1 (1-(3-chlorophenyl)-piperazine). Yields the product Cl.ClC=1C=C(C=CC1)N1CCN(CC1)CCCCC1(C(NC2=C(C=CC=C12)C)=O)CC(C)C (3-{4-[4-(3-Chlorophenyl)-piperazin-1-yl]-butyl}-3-isobutyl-7-methyl-1,3-dihydro-2H-indol-2-one monohydrochloride). Reaction SMILES: [Cl:1][CH2:2][CH2:3][CH2:4][CH2:5][C:6]1([CH2:17][CH:18]([CH3:20])[CH3:19])[C:14]2[C:9](=[C:10]([CH3:15])[CH:11]=[CH:12][CH:13]=2)[NH:8][C:7]1=[O:16].[Cl:21][C:22]1[CH:23]=[C:24]([N:28]2[CH2:33][CH2:32][NH:31][CH2:30][CH2:29]2)[CH:25]=[CH:26][CH:27]=1>>[ClH:1].[Cl:21][C:22]1[CH:23]=[C:24]([N:28]2[CH2:33][CH2:32][N:31]([CH2:2][CH2:3][CH2:4][CH2:5][C:6]3([CH2:17][CH:18]([CH3:19])[CH3:20])[C:14]4[C:9](=[C:10]([CH3:15])[CH:11]=[CH:12][CH:13]=4)[NH:8][C:7]3=[O:16])[CH2:30][CH2:29]2)[CH:25]=[CH:26][CH:27]=1 |f:2.3|. Procedure details: The title compound is prepared according to process H by applying processing method 2 starting from 3-(4-chlorobutyl)-3-isobutyl-7-methyl-1,3-dihydro-2H-indol-2-one and 1-(3-chlorophenyl)-piperazine. The reactants are BrC=1C(=C(C(=NC1C)C)C(C(=O)OC(C)C)=O)N1CCC(CC1)(C)C (isopropyl 2-(5-bromo-4-(4,4-dimethylpiperidin-1-yl)-2,6-dimethylpyridin-3-yl)-2-oxoacetate), CB1OC([C@@H]2N1CCC2)(C2=CC=CC=C2)C2=CC=CC=C2 ((R)-1-methyl-3,3-diphenylhexahydropyrrolo[1,2-c][1,3,2]oxazaborole), [B]1OC2=CC=CC=C2O1.C1(=CC=CC=C1)C (catecholborane toluene). The solvent is CCOC(=O)C (EtOAc), C(=O)([O-])[O-].[Na+].[Na+] (Na2CO3), C1(=CC=CC=C1)C (toluene). Run at temperature -30 celsius, time 3 day. The product is BrC=1C(=C(C(=NC1C)C)[C@@H](C(=O)OC(C)C)O)N1CCC(CC1)(C)C ((S)-isopropyl 2-(5-bromo-4-(4,4-dimethylpiperidin-1-yl)-2,6-dimethylpyridin-3-yl)-2-hydroxyacetate). The yield is 84.0%. Reaction SMILES: [Br:1][C:2]1[C:3]([N:18]2[CH2:23][CH2:22][C:21]([CH3:25])([CH3:24])[CH2:20][CH2:19]2)=[C:4]([C:10](=[O:17])[C:11]([O:13][CH:14]([CH3:16])[CH3:15])=[O:12])[C:5]([CH3:9])=[N:6][C:7]=1[CH3:8].CB1N2CCC[C@@H]2C(C2C=CC=CC=2)(C2C=CC=CC=2)O1.[B]1OC2C(=CC=CC=2)O1.C1(C)C=CC=CC=1>C1(C)C=CC=CC=1.CCOC(C)=O.C([O-])([O-])=O.[Na+].[Na+]>[Br:1][C:2]1[C:3]([N:18]2[CH2:23][CH2:22][C:21]([CH3:25])([CH3:24])[CH2:20][CH2:19]2)=[C:4]([C@H:10]([OH:17])[C:11]([O:13][CH:14]([CH3:16])[CH3:15])=[O:12])[C:5]([CH3:9])=[N:6][C:7]=1[CH3:8] |f:2.3,6.7.8,^1:46|. Procedure: To a yellow solution of isopropyl 2-(5-bromo-4-(4,4-dimethylpiperidin-1-yl)-2,6-dimethylpyridin-3-yl)-2-oxoacetate (7.7 g, 18.72 mmol) and (R)-1-methyl-3,3-diphenylhexahydropyrrolo[1,2-c][1,3,2]oxazaborole (7.5 mL, 7.50 mmol) in anhydrous toluene (100 mL) was added drop wise 50% catecholborane/toluene (6 mL, 28.0 mmol) over 5 min at −50° C. Then, the reaction mixture was slowly warmed to −30° C. over 1 h and left in refrigerator (−20° C.) for 3 days. Then, the reaction mixture was diluted with E... Reactants: O=C(Cl)c1cscc1Cl, Nc1ccccc1, C1COCCO1, c1ccncc1. Product: O=C(Nc1ccccc1)c1cscc1Cl. As a reaction SMILES: [Cl:1][c:2]1[c:3]([C:7](=[O:8])[Cl:9])[cH:4][s:5][cH:6]1.[NH2:10][c:11]1[cH:12][cH:13][cH:14][cH:15][cH:16]1.[O:17]1[CH2:18][CH2:19][O:20][CH2:21][CH2:22]1.[cH:23]1[cH:24][cH:25][n:26][cH:27][cH:28]1>>[Cl:1][c:2]1[c:3]([C:7](=[O:8])[NH:10][c:11]2[cH:12][cH:13][cH:14][cH:15][cH:16]2)[cH:4][s:5][cH:6]1. Starting materials: O (water), C(C1=CC=CC=C1)OC(C)(C=C)C (2-benzyloxy-2-methyl-3-butene), I(=O)(=O)(=O)[O-].[Na+] (sodium periodate). Reagents/catalysts: [Os](=O)(=O)(=O)=O (osmium tetroxide). The solvent is O1CCOCC1 (dioxane). Reaction conditions: time 30 minute. Yields the product C(C1=CC=CC=C1)OC(C=O)(C)C (2-Benzyloxy-2-methylpropionaldehyde). Yield: 37.0%. As a reaction SMILES: O.[CH2:2]([O:9][C:10]([CH3:14])([CH:12]=C)[CH3:11])[C:3]1[CH:8]=[CH:7][CH:6]=[CH:5][CH:4]=1.I([O-])(=O)(=O)=[O:16].[Na+]>[Os](=O)(=O)(=O)=O.O1CCOCC1>[CH2:2]([O:9][C:10]([CH3:11])([CH3:14])[CH:12]=[O:16])[C:3]1[CH:8]=[CH:7][CH:6]=[CH:5][CH:4]=1 |f:2.3|. Reported procedure: A mixture of 100 mL of water, 200 mL of dioxane, 20 g (0.11 mol) of 2-benzyloxy-2-methyl-3-butene and 1 g of osmium tetroxide was stirred at room temperature for 30 minutes then 51 g (0.22 mol) of finely ground sodium periodate was added in portions over 30 minutes. Stirring was continued for 2 hours then the mixture filtered and the filtrate extracted with several portions of ether. The combined extracts were dried over magnesium sulfate, filtered and the filtrate concentrated under vacuum. Dis... The reactants are CS(=O)(=O)c1ccc(Oc2ncnc3c2cnn3C2CCNCC2)cc1, O=C(Cl)OCC(Cl)(Cl)Cl, O=C(O)C(F)(F)F, O. The product is CS(=O)(=O)c1ccc(Oc2ncnc3c2cnn3C2CCN(C(=O)OCC(Cl)(Cl)Cl)CC2)cc1. RXN SMILES: [CH3:8][S:9](=[O:10])(=[O:11])[c:12]1[cH:13][cH:14][c:15]([O:16][c:17]2[c:18]3[c:19]([n:20][cH:21][n:22]2)[n:23]([CH:26]2[CH2:27][CH2:28][NH:29][CH2:30][CH2:31]2)[n:24][cH:25]3)[cH:32][cH:33]1.[Cl:34][C:35](=[O:36])[O:37][CH2:38][C:39]([Cl:40])([Cl:41])[Cl:42].[F:1][C:2]([F:3])([F:4])[C:5]([OH:6])=[O:7].[OH2:43]>>[CH3:8][S:9](=[O:10])(=[O:11])[c:12]1[cH:13][cH:14][c:15]([O:16][c:17]2[c:18]3[c:19]([n:20][cH:21][n:22]2)[n:23]([CH:26]2[CH2:27][CH2:28][N:29]([C:35](=[O:36])[O:37][CH2:38][C:39]([Cl:40])([Cl:41])[Cl:42])[CH2:30][CH2:31]2)[n:24][cH:25]3)[cH:32][cH:33]1. Starting materials: C(CCC)[Li] (Butyl lithium), [PH4+] (phosphonium), ice sodium chloride, C1=C(C=CC2=CC=CC=C12)/C=C/CCCC(=O)OC (Methyl (E)-6-(2-naphthyl)-5-hexenoate), ( Z ), esters, C(=O)CCCC(=O)OC (methyl 4-formylbutyrate). Solvent: CCCCCC (hexane), O1CCCC1 (tetrahydrofuran). Reaction conditions: temperature -50 celsius, time 30 minute. Yields the product CC=1C=C2C=CC(=CC2=CC1)/C=C/CCCC(=O)OC (Methyl (E)-6-(6-methyl-2-naphthyl)-5-hexenoate). RXN SMILES: [CH2:1]([Li])[CH2:2][CH2:3][CH3:4].[PH4+].C(CCCC(OC)=O)=O.[CH:16]1[C:25]2[C:20](=[CH:21]C=CC=2)[CH:19]=[CH:18][C:17]=1/[CH:26]=[CH:27]/[CH2:28][CH2:29][CH2:30][C:31]([O:33][CH3:34])=[O:32]>CCCCCC.O1CCCC1>[CH3:4][C:3]1[CH:21]=[C:20]2[C:25](=[CH:1][CH:2]=1)[CH:16]=[C:17](/[CH:26]=[CH:27]/[CH2:28][CH2:29][CH2:30][C:31]([O:33][CH3:34])=[O:32])[CH:18]=[CH:19]2. Reported procedure: 1.6M Butyl lithium solution in hexane (6.7 ml) was added to a stirred suspension of the phosphonium salt (5.0 g) in dry tetrahydrofuran (50 ml) at 5° C. under nitrogen. The dark solution was cooled to -50° C. and methyl 4-formylbutyrate (1.5 g) was added dropwise. The pale solution was stirred for 30 minutes at about -60° C., allowed to warm to -10° C., poured on to ice-sodium chloride solution and extracted with ether. The extract was washed with dilute hydrochloric acid, dried and evaporated a... The reactants are CCO, COC(=O)c1ccc(SC)cc1Cl, NN, O, O. Product: CSc1ccc(C(=O)NN)c(Cl)c1. As a reaction SMILES: [CH3:4][CH2:5][OH:6].[Cl:7][c:8]1[c:9]([C:10](=[O:11])[O:12][CH3:13])[cH:14][cH:15][c:16]([S:18][CH3:19])[cH:17]1.[NH2:2][NH2:3].[OH2:1].[OH2:20]>>[NH:2]([NH2:3])[C:10]([c:9]1[c:8]([Cl:7])[cH:17][c:16]([S:18][CH3:19])[cH:15][cH:14]1)=[O:11]. Starting materials: Cl (hydrogen chloride), BrC=1SC(=C2C1CCNCC2C2=CC=CC=C2)Br (1,3-dibromo-4-phenyl-5,6,7,8-tetrahydro-4H-thieno[3,4-d]azepine). Solvent: C(C)O (ethanol). Product: Cl.BrC=1SC(=C2C1CCNCC2C2=CC=CC=C2)Br (1,3-dibromo-4-phenyl-5,6,7,8-tetrahydro-4H-thieno[3,4-d]azepine hydrochloride). As a reaction SMILES: [ClH:1].[Br:2][C:3]1[S:4][C:5]([Br:19])=[C:6]2[CH:12]([C:13]3[CH:18]=[CH:17][CH:16]=[CH:15][CH:14]=3)[CH2:11][NH:10][CH2:9][CH2:8][C:7]=12>C(O)C>[ClH:1].[Br:2][C:3]1[S:4][C:5]([Br:19])=[C:6]2[CH:12]([C:13]3[CH:18]=[CH:17][CH:16]=[CH:15][CH:14]=3)[CH2:11][NH:10][CH2:9][CH2:8][C:7]=12 |f:3.4|. Procedure: A solution of N-(2-hydroxy-2-phenylethyl) 2,5-dibromothiophene-3-ethylamine (7.0 g) and methane sulphonic acid (1.57 ml) in trifluoroacetic acid (35 ml) was heated under reflux for 5 hours. The brown reaction mixture was evaporated and the residue suspended in iced water (70 ml), basified with 0.880 ammonia solution (7 ml) and extracted with dichloromethane (2×100 ml). The extracts were dried, filtered and evaporated to a dark brown oil. Chromatography on silica eluting with 2% methanol in dichl... Reactants: IC1=CC=C(C=C1)OC(N(C1=CC=CC=C1)C)=O (methyl-phenyl-carbamic acid 4-iodo-phenyl ester), FC(C1=CC=C(C=C1)B(O)O)(F)F (4-trifluoromethylphenylboronic acid). Yields the product FC(C1=CC=C(C=C1)C1=CC=C(C=C1)OC(N(C1=CC=CC=C1)C)=O)(F)F (Methyl-phenyl-carbamic acid 4′-trifluoromethyl-biphenyl-4-yl ester). As a reaction SMILES: I[C:2]1[CH:7]=[CH:6][C:5]([O:8][C:9](=[O:18])[N:10]([CH3:17])[C:11]2[CH:16]=[CH:15][CH:14]=[CH:13][CH:12]=2)=[CH:4][CH:3]=1.[F:19][C:20]([F:31])([F:30])[C:21]1[CH:26]=[CH:25][C:24](B(O)O)=[CH:23][CH:22]=1>>[F:19][C:20]([F:31])([F:30])[C:21]1[CH:26]=[CH:25][C:24]([C:2]2[CH:7]=[CH:6][C:5]([O:8][C:9](=[O:18])[N:10]([CH3:17])[C:11]3[CH:16]=[CH:15][CH:14]=[CH:13][CH:12]=3)=[CH:4][CH:3]=2)=[CH:23][CH:22]=1. Reported procedure: The title compound was prepared from methyl-phenyl-carbamic acid 4-iodo-phenyl ester and 4-trifluoromethylphenylboronic acid. The crude product was purified by flash chromatography (Quad flash 12, EtOAc-heptane 1:9) (42%, light brown crystals). Starting materials: C(C1=CC=CC=C1)ON1[C@@H]2CC[C@H](N(C1=O)C2)C(=O)NNC(CC)=O ((2S,5R)-6-(benzyloxy)-7-oxo-N′-propanoyl-1,6-diazabicyclo[3.2.1]octane-2-carbohydrazide). Reagents/catalysts: [Pd] (Pd/C). The solvent is CO (methanol). Reaction conditions: time 16 hour. The product is ON1[C@@H]2CC[C@H](N(C1=O)C2)C(=O)NNC(CC)=O ((2S,5R)-6-hydroxy-7-oxo-N′-propanoyl-1,6-diazabicyclo[3.2.1]octane-2-carbohydrazide). The yield is 105.2%. Reaction SMILES: C([O:8][N:9]1[C:15](=[O:16])[N:14]2[CH2:17][C@H:10]1[CH2:11][CH2:12][C@H:13]2[C:18]([NH:20][NH:21][C:22](=[O:25])[CH2:23][CH3:24])=[O:19])C1C=CC=CC=1>CO.[Pd]>[OH:8][N:9]1[C:15](=[O:16])[N:14]2[CH2:17][C@H:10]1[CH2:11][CH2:12][C@H:13]2[C:18]([NH:20][NH:21][C:22](=[O:25])[CH2:23][CH3:24])=[O:19]. Reported procedure: A mixture of (2S,5R)-6-(benzyloxy)-7-oxo-N′-propanoyl-1,6-diazabicyclo[3.2.1]octane-2-carbohydrazide 203 (0.31 g, 0.89 mmol) and Pd/C (0.12 g) in methanol (20 mL) was hydrogenated at 1 atm at room temperature for 16 h. The mixture was filtered through Celite and concentrated to provide 204 (0.24 g, quant. yield) as a white foam.